Dataset: the Open Reaction Database (ORD), a public repository of structured organic reaction records. Task: describe an organic reaction: reactants, conditions, products, and yield The reactants are C(C)OP(=O)(OCC)CC(=O)OC(C)(C)C (t-butyl diethylphosphonoacetate), C(#N)C1=CC=C(C=O)C=C1 (4-cyanobenzaldehyde). Solvent: CC(C)(C)OC (MTBE), [NH4+].[Cl-] (NH4Cl), C1CCOC1 (THF), C1CCOC1 (THF). Yields the product C(#N)C1=CC=C(C=C1)/C=C/C(=O)OC(C)(C)C (trans t-butyl 3-(4-cyanophenyl)acrylate). Yield: 100.0%. Reaction SMILES: C(OP([CH2:9][C:10]([O:12][C:13]([CH3:16])([CH3:15])[CH3:14])=[O:11])(OCC)=O)C.[C:17]([C:19]1[CH:26]=[CH:25][C:22]([CH:23]=O)=[CH:21][CH:20]=1)#[N:18]>C1COCC1.CC(OC)(C)C.[NH4+].[Cl-]>[C:17]([C:19]1[CH:26]=[CH:25][C:22](/[CH:23]=[CH:9]/[C:10]([O:12][C:13]([CH3:14])([CH3:15])[CH3:16])=[O:11])=[CH:21][CH:20]=1)#[N:18] |f:4.5|. Procedure: A flame dried three-neck flask equipped with a thermometer, an addition funnel and a N2 inlet was charged with NaH (3.96 g, 1.1 eqs) and anhydrous THF (120 mL). With moderate stirring at RT, a suspension was formed. To this suspension was added a solution of t-butyl diethylphosphonoacetate (23.2 mL 1.1 eq.) dissolved in anhydrous THF (20 mL), dropwise via the addition funnel over a period of 30 min. The suspension turned into a clear, light yellow colored solution. An exotherm from 25° C. to 35°... The reactants are BrCC(=O)Br (Bromoacetyl bromide), [Cl-].[Al+3].[Cl-].[Cl-] (aluminium chloride), ClC1=CC=CC=2SC=CC21 (4-chloro-benzo[b]thiophene). Run in ClCCl (dichloromethane), ClCCl (dichloromethane). Reaction conditions: temperature 0 celsius, time 30 minute. Yields the product BrCC(=O)C1=CC2=C(S1)C=CC=C2Cl (2-bromo-1-(4-chlorobenzo[b]thiophen-2-yl]ethan-1-one). Reaction SMILES: [Br:1][CH2:2][C:3](Br)=[O:4].[Cl-].[Al+3].[Cl-].[Cl-].[Cl:10][C:11]1[C:19]2[CH:18]=[CH:17][S:16][C:15]=2[CH:14]=[CH:13][CH:12]=1>ClCCl>[Br:1][CH2:2][C:3]([C:17]1[S:16][C:15]2[CH:14]=[CH:13][CH:12]=[C:11]([Cl:10])[C:19]=2[CH:18]=1)=[O:4] |f:1.2.3.4|. Procedure: Bromoacetyl bromide (16.14 g) was added dropwise at 0° C. under nitrogen to a stirred mixture of anhydrous aluminium chloride (21.36 g) and dichloromethane (200 ml), then the mixture was stirred at 0° C. for 30 minutes. A solution of 4-chloro-benzo[b]thiophene (13.46 g; prepared in a manner similar to that described above) in dichloromethane (100 ml) was added dropwise, and the mixture was stirred at 0° C. for 2 hours then it was poured onto ice-water (500 ml). The product was extracted into dic...